From a dataset of the Open Reaction Database (ORD), a public repository of structured organic reaction records. describe an organic reaction: reactants, conditions, products, and yield Reactants: CCO, CC(=O)O, CC(C)N(CCN1C(=O)C(=O)c2ccccc21)C(C)C, O, NNC(=O)Nc1ccccc1. The product is CC(C)N(CCN1C(=O)C(=NNC(=O)Nc2ccccc2)c2ccccc21)C(C)C. RXN SMILES: [CH3:32][CH2:33][OH:34].[CH3:36][C:37](=[O:38])[OH:39].[CH:1]([CH3:2])([CH3:3])[N:4]([CH2:5][CH2:6][N:7]1[C:8](=[O:9])[C:10](=[O:11])[c:12]2[cH:13][cH:14][cH:15][cH:16][c:17]21)[CH:18]([CH3:19])[CH3:20].[OH2:35].[c:21]1([NH:27][C:28]([NH:29][NH2:30])=[O:31])[cH:22][cH:23][cH:24][cH:25][cH:26]1>>[CH:1]([CH3:2])([CH3:3])[N:4]([CH2:5][CH2:6][N:7]1[C:8](=[O:9])[C:10](=[N:30][NH:29][C:28]([NH:27][c:21]2[cH:22][cH:23][cH:24][cH:25][cH:26]2)=[O:31])[c:12]2[cH:13][cH:14][cH:15][cH:16][c:17]21)[CH:18]([CH3:19])[CH3:20]. The product is O=C(O)c1cnc(OC2CCC2)c(Br)c1. Reactants: O=C(O)c1cnc(Cl)c(Br)c1, CS(C)=O, OC1CCC1, Cl, [K+], [OH-], O. As a reaction SMILES: [Br:1][c:2]1[c:3]([Cl:11])[n:4][cH:5][c:6]([C:7](=[O:8])[OH:9])[cH:10]1.[CH3:20][S:21]([CH3:22])=[O:23].[CH:12]1([OH:16])[CH2:13][CH2:14][CH2:15]1.[ClH:19].[K+:18].[OH-:17].[OH2:24]>>[Br:1][c:2]1[c:3]([O:16][CH:12]2[CH2:13][CH2:14][CH2:15]2)[n:4][cH:5][c:6]([C:7](=[O:8])[OH:9])[cH:10]1. Starting materials: COC(=O)c1cc(Br)cc2cc[nH]c12, CO, [Li+], [OH-], O. The product is O=C(O)c1cc(Br)cc2cc[nH]c12. RXN SMILES: [Br:1][c:2]1[cH:3][c:4]2[cH:5][cH:6][nH:7][c:8]2[c:9]([C:11](=[O:12])[O:13][CH3:14])[cH:10]1.[CH3:17][OH:18].[Li+:15].[OH-:16].[OH2:19]>>[Br:1][c:2]1[cH:3][c:4]2[cH:5][cH:6][nH:7][c:8]2[c:9]([C:11](=[O:12])[OH:13])[cH:10]1. Starting materials: Cc1cc(C(F)(C(F)(F)F)C(F)(F)F)cc(C)c1NC(=O)c1ccc(C#N)c([N+](=O)[O-])c1, COCCOCCOC, Cl, [Na+], [OH-], Cl[Sn](Cl)(Cl)Cl. The product is Cc1cc(C(F)(C(F)(F)F)C(F)(F)F)cc(C)c1NC(=O)c1ccc(C#N)c(N)c1. As a reaction SMILES: [C:1](#[N:2])[c:3]1[c:4]([N+:30]([O-:31])=[O:32])[cH:5][c:6]([C:7](=[O:8])[NH:9][c:10]2[c:11]([CH3:27])[cH:12][c:13]([C:17]([C:18]([F:19])([F:20])[F:21])([C:22]([F:23])([F:24])[F:25])[F:26])[cH:14][c:15]2[CH3:16])[cH:28][cH:29]1.[CH3:41][O:42][CH2:43][CH2:44][O:45][CH2:46][CH2:47][O:48][CH3:49].[ClH:38].[Na+:40].[OH-:39].[Sn:33]([Cl:34])([Cl:35])([Cl:36])[Cl:37]>>[C:1](#[N:2])[c:3]1[c:4]([NH2:30])[cH:5][c:6]([C:7](=[O:8])[NH:9][c:10]2[c:11]([CH3:27])[cH:12][c:13]([C:17]([C:18]([F:19])([F:20])[F:21])([C:22]([F:23])([F:24])[F:25])[F:26])[cH:14][c:15]2[CH3:16])[cH:28][cH:29]1. Reactants: FC1=CC=C(C=C1)C(=CCCCC(=O)N1CCN(CC1)C(C1=CC(=C(C(=C1)OC)OC)OC)=O)C1=CC=C(C=C1)F (6,6-bis-(4-fluoro-phenyl)-1-[4-(3,4,5,-trimethoxy-benzoyl)-piperazin-1-yl]-hex-5-en-1-one), [OH-].[Na+] (NaOH), [BH4-].[Na+] (NaBH4). Reagents/catalysts: [Hg](OC(=O)C)OC(=O)C (Hg(OAc)2). Run in C1CCOC1 (THF), O.C1CCOC1 (water THF). Conditions: time 4 hour. Product: FC1=CC=C(C=C1)C(CCCCC(=O)N1CCN(CC1)C(C1=CC(=C(C(=C1)OC)OC)OC)=O)(O)C1=CC=C(C=C1)F (6,6-bis-(4-fluoro-phenyl)-6-hydroxy-1-[4-(3,4,5,-trimethoxy-benzoyl)-piperazin-1-yl]-hexan-1-one). As a reaction SMILES: [F:1][C:2]1[CH:7]=[CH:6][C:5]([C:8]([C:35]2[CH:40]=[CH:39][C:38]([F:41])=[CH:37][CH:36]=2)=[CH:9][CH2:10][CH2:11][CH2:12][C:13]([N:15]2[CH2:20][CH2:19][N:18]([C:21](=[O:34])[C:22]3[CH:27]=[C:26]([O:28][CH3:29])[C:25]([O:30][CH3:31])=[C:24]([O:32][CH3:33])[CH:23]=3)[CH2:17][CH2:16]2)=[O:14])=[CH:4][CH:3]=1.[OH-:42].[Na+].[BH4-].[Na+]>C1COCC1.O.C1COCC1.[Hg](OC(C)=O)OC(C)=O>[F:1][C:2]1[CH:7]=[CH:6][C:5]([C:8]([C:35]2[CH:36]=[CH:37][C:38]([F:41])=[CH:39][CH:40]=2)([OH:42])[CH2:9][CH2:10][CH2:11][CH2:12][C:13]([N:15]2[CH2:20][CH2:19][N:18]([C:21](=[O:34])[C:22]3[CH:23]=[C:24]([O:32][CH3:33])[C:25]([O:30][CH3:31])=[C:26]([O:28][CH3:29])[CH:27]=3)[CH2:17][CH2:16]2)=[O:14])=[CH:4][CH:3]=1 |f:1.2,3.4,6.7|. Procedure: To a solution of 6,6-bis-(4-fluoro-phenyl)-1-[4-(3,4,5,-trimethoxy-benzoyl)-piperazin-1-yl]-hex-5-en-1-one (1.62 g, 2.87 mmol) in dry THF (20 ml) a solution of Hg(OAc)2 (0.9 g, 2.87 mmol) in water:THF (1:1, 6 ml) was added. The mixture was then refluxed overnight. NaOH (3M, 3 ml) was added followed by addition of NaBH4 (54 mg, 1.43 mmol). The mixture was stirred for 4 hrs and separated organic layer was saturated with NaCl The reactants are Cc1ccc2c(c1)c1cc(Br)ccc1n2C(=O)OC(C)(C)C, O=C1CCC(=O)N1Br, ClC(Cl)(Cl)Cl. Product: CC(C)(C)OC(=O)n1c2ccc(Br)cc2c2cc(CBr)ccc21. RXN SMILES: [Br:1][c:2]1[cH:3][cH:4][c:5]2[n:6]([C:16](=[O:17])[O:18][C:19]([CH3:20])([CH3:21])[CH3:22])[c:7]3[cH:8][cH:9][c:10]([CH3:15])[cH:11][c:12]3[c:13]2[cH:14]1.[Br:23][N:24]1[C:25](=[O:26])[CH2:27][CH2:28][C:29]1=[O:30].[C:31]([Cl:32])([Cl:33])([Cl:34])[Cl:35]>>[Br:1][c:2]1[cH:3][cH:4][c:5]2[n:6]([C:16](=[O:17])[O:18][C:19]([CH3:20])([CH3:21])[CH3:22])[c:7]3[cH:8][cH:9][c:10]([CH2:15][Br:23])[cH:11][c:12]3[c:13]2[cH:14]1. Starting materials: ClC=1C=C2C(=NC1)N(C=C2C2=NC=C(C(=N2)N[C@@H]2CN(CCC2)C(=N)N)F)S(=O)(=O)C2=CC=C(C=C2)C ((3S)-3-[[2-[5-chloro-1-(p-tolylsulfonyl)pyrrolo[2,3-b]pyridin-3-yl]-5-fluoro-pyrimidin-4-yl]amino]piperidine-1-carboxamidine), 57b, C[O-].[Na+] (sodium methanolate). The solvent is CO (MeOH). Conditions: time 5 minute. Yields the product ClC=1C=C2C(=NC1)NC=C2C2=NC=C(C(=N2)N[C@@H]2CN(CCC2)C(N)=N)F ((S)-3-(2-(5-chloro-1H-pyrrolo[2,3-b]pyridin-3-yl)-5-fluoropyrimidin-4-ylamino)piperidine-1-carboximidamide). Reaction SMILES: [Cl:1][C:2]1[CH:3]=[C:4]2[C:10]([C:11]3[N:16]=[C:15]([NH:17][C@H:18]4[CH2:23][CH2:22][CH2:21][N:20]([C:24]([NH2:26])=[NH:25])[CH2:19]4)[C:14]([F:27])=[CH:13][N:12]=3)=[CH:9][N:8](S(C3C=CC(C)=CC=3)(=O)=O)[C:5]2=[N:6][CH:7]=1.C[O-].[Na+]>CO>[Cl:1][C:2]1[CH:3]=[C:4]2[C:10]([C:11]3[N:16]=[C:15]([NH:17][C@H:18]4[CH2:23][CH2:22][CH2:21][N:20]([C:24](=[NH:25])[NH2:26])[CH2:19]4)[C:14]([F:27])=[CH:13][N:12]=3)=[CH:9][NH:8][C:5]2=[N:6][CH:7]=1 |f:1.2|. Procedure details: To a solution of (3S)-3-[[2-[5-chloro-1-(p-tolylsulfonyl)pyrrolo[2,3-b]pyridin-3-yl]-5-fluoro-pyrimidin-4-yl]amino]piperidine-1-carboxamidine, 57b, (0.18 g, 0.32 mmol) in MeOH (5 mL) was added sodium methanolate (3 mL of 25% w/v, 13.88 mmol) and the reaction was stirred at room temperature. After 5 min, the mixture was concentrated in vacuo to light yellow solid. The crude residue was purified via preparatory HPLC (MeOH/1% aqueous HCl) to afford the desired product. The reactants are Cc1ccc(N)cc1-c1ccc(C(=O)NCC2CC2)cc1, O=C(O)c1ccoc1. The product is Cc1ccc(NC(=O)c2ccoc2)cc1-c1ccc(C(=O)NCC2CC2)cc1. Reaction SMILES: [NH2:1][c:2]1[cH:3][cH:4][c:5]([CH3:21])[c:6](-[c:8]2[cH:9][cH:10][c:11]([C:14](=[O:15])[NH:16][CH2:17][CH:18]3[CH2:19][CH2:20]3)[cH:12][cH:13]2)[cH:7]1.[OH:22][C:23](=[O:24])[c:25]1[cH:26][cH:27][o:28][cH:29]1>>[NH:1]([c:2]1[cH:3][cH:4][c:5]([CH3:21])[c:6](-[c:8]2[cH:9][cH:10][c:11]([C:14](=[O:15])[NH:16][CH2:17][CH:18]3[CH2:19][CH2:20]3)[cH:12][cH:13]2)[cH:7]1)[C:23](=[O:22])[c:25]1[cH:26][cH:27][o:28][cH:29]1. The reactants are N[C@H]1CC[C@]23[C@](CC4=C(C=5CN(C(C5C=C4OCC4=CC=CC=C4)=O)C(=O)OC(C)(C)C)O2)([C@H](CC[C@H]3C1(C)C)C)C ((6aR,7S,9aS,11S,13aS)-11-amino-5-benzyloxy-2-(t-butoxycarbonyl)-2,3,6,6a,7,8,9,9a,10,11,12,13-dodecahydro-6a,7,10,10-tetramethyl-3-oxo-1H-benzo[8,8a][1]benzopyrano[2,3-e]isoindole), C1(=CC=CC=C1)OC (anisole), FC(C(=O)O)(F)F (trifluoroacetic acid), C(O)([O-])=O.[Na+] (sodium hydrogen carbonate). The solvent is ClCCl (dichloromethane). Conditions: time 3 hour. Yields the product N[C@H]1CC[C@]23[C@](CC4=C(C=5CNC(C5C=C4OCC4=CC=CC=C4)=O)O2)([C@H](CC[C@H]3C1(C)C)C)C ((6aR,7S,9aS,11S,13aS)-11-amino-5-benzyloxy-2,3,6,6a,7,8,9,9a,10,11,12,13-dodecahydro-6a,7,10,10-tetramethyl-3-oxo-1H-benzo[8,8a][1]benzopyrano[2,3-e]isoindole). The yield is 72.7%. Reaction SMILES: [NH2:1][C@@H:2]1[C:38]([CH3:40])([CH3:39])[C@H:37]2[C@@:5]3([O:33][C:9]4[C:10]5[CH2:11][N:12](C(OC(C)(C)C)=O)[C:13](=[O:25])[C:14]=5[CH:15]=[C:16]([O:17][CH2:18][C:19]5[CH:24]=[CH:23][CH:22]=[CH:21][CH:20]=5)[C:8]=4[CH2:7][C@:6]3([CH3:42])[C@@H:34]([CH3:41])[CH2:35][CH2:36]2)[CH2:4][CH2:3]1.C1(OC)C=CC=CC=1.FC(F)(F)C(O)=O.C(=O)([O-])O.[Na+]>ClCCl>[NH2:1][C@@H:2]1[C:38]([CH3:40])([CH3:39])[C@H:37]2[C@@:5]3([O:33][C:9]4[C:10]5[CH2:11][NH:12][C:13](=[O:25])[C:14]=5[CH:15]=[C:16]([O:17][CH2:18][C:19]5[CH:20]=[CH:21][CH:22]=[CH:23][CH:24]=5)[C:8]=4[CH2:7][C@:6]3([CH3:42])[C@@H:34]([CH3:41])[CH2:35][CH2:36]2)[CH2:4][CH2:3]1 |f:3.4|. Procedure details: To a solution of Compound (45a) (50 mg, 0.087 mmol) in 5 ml of dry dichloromethane were added 30 μl (0.28 mmol) of anisole and 35 μl (0.45 mmol) of trifluoroacetic acid, and the mixture stirred for 3 hours at room temperature. Under ice-cooling, to the reaction mixture was added an aqueous saturated sodium hydrogen carbonate solution, followed by extraction with ethyl acetate. The extract was washed with water and an aqueous saturated sodium hydrogen carbonate solution, dried over anhydrous magn... Reactants: Cl (HCl), CC(C)O (IPA), Cl (HCl), CC(C)O (IPA), C(C1=CC=CC=C1)OC(=O)[C@H]1N(CC2=CC(=C(C=C2C1)OC)OC)C(=O)OC(C)(C)C ((S)-1,2,3,4-tetrahydro-6,7-dimethoxy-2-(tert-butyloxycarbonyl)-3-isoquinolinecarboxylic acid benzyl ester). The solvent is C(C)(=O)OCC (ethyl acetate), C1(=CC=CC=C1)C (toluene). Run at temperature 40 celsius, time 2 hour. Yields the product Cl.C(C1=CC=CC=C1)OC(=O)[C@H]1NCC2=CC(=C(C=C2C1)OC)OC ((S)-1,2,3,4-tetrahydro-6,7-dimethoxy-3-isoquinolinecarboxylic acid benzyl ester, hydrochloride). Isolated yield 99.0%. As a reaction SMILES: [CH2:1]([O:8][C:9]([C@@H:11]1[CH2:20][C:19]2[C:14](=[CH:15][C:16]([O:23][CH3:24])=[C:17]([O:21][CH3:22])[CH:18]=2)[CH2:13][N:12]1C(OC(C)(C)C)=O)=[O:10])[C:2]1[CH:7]=[CH:6][CH:5]=[CH:4][CH:3]=1.[ClH:32].CC(O)C>C(OCC)(=O)C.C1(C)C=CC=CC=1>[ClH:32].[CH2:1]([O:8][C:9]([C@@H:11]1[CH2:20][C:19]2[C:14](=[CH:15][C:16]([O:23][CH3:24])=[C:17]([O:21][CH3:22])[CH:18]=2)[CH2:13][NH:12]1)=[O:10])[C:2]1[CH:7]=[CH:6][CH:5]=[CH:4][CH:3]=1 |f:5.6|. Procedure: To a suspension of crude (S)-1,2,3,4-tetrahydro-6,7-dimethoxy-2-(tert-butyloxycarbonyl)-3-isoquinolinecarboxylic acid benzyl ester (example 5) (335 g, 0.7836 mol) in ethyl acetate (335 mL) and toluene (335 mL) was added 20% HCl solution in IPA (357 g, 1.959 mol) at 15-20° C. The reaction mixture then was heated to 40° C. over 1-2 h, and stirred at this temperature for 2 h. A 20% HCl solution in IPA (71.4 g, 0.3918 mol) was added, and the stirring was continued for another 2 h. The reaction mixtu...